From a dataset of the Open Reaction Database (ORD), a public repository of structured organic reaction records. describe an organic reaction: reactants, conditions, products, and yield The reactants are ClC=1C=CC2=C(C3=C(S2)C=C(C=C3)CC(=O)O)C1 (8-chlorodibenzothiophene-3-acetic acid), C([O-])([O-])=O.[K+].[K+] (potassium carbonate), Cl.CN(C)CCCl (dimethylaminoethyl chloride hydrochloride). Run in CN(C=O)C (dimethylformamide). Product: Cl.CN(CCOC(CC=1C=CC2=C(SC3=C2C=C(C=C3)Cl)C1)=O)C (8-chlorodibenzothiophene-3-acetic acid 2-dimethylaminoethyl ester hydrochloride). As a reaction SMILES: [Cl:1][C:2]1[CH:3]=[CH:4][C:5]2[S:9][C:8]3[CH:10]=[C:11]([CH2:14][C:15]([OH:17])=[O:16])[CH:12]=[CH:13][C:7]=3[C:6]=2[CH:18]=1.C(=O)([O-])[O-].[K+].[K+].Cl.[CH3:26][N:27]([CH2:29][CH2:30]Cl)[CH3:28]>CN(C)C=O>[ClH:1].[CH3:26][N:27]([CH3:28])[CH2:29][CH2:30][O:16][C:15](=[O:17])[CH2:14][C:11]1[CH:12]=[CH:13][C:7]2[C:6]3[CH:18]=[C:2]([Cl:1])[CH:3]=[CH:4][C:5]=3[S:9][C:8]=2[CH:10]=1 |f:1.2.3,4.5,7.8|. Procedure: A mixture of 2.76 g. of 8-chlorodibenzothiophene-3-acetic acid, 3.04 g. of potassium carbonate, 1.73 g. of dimethylaminoethyl chloride hydrochloride, and 250 ml. of dimethylformamide was stirred and heated at 120° for 4 hours. The solvent was removed in vacuo on the steam bath, and 75 ml. of water added to the residue. The oil was extracted with ethyl acetate and the crude product precipitated as the hydrochloride by the addition of hydrogen chloride. On crystallization from acetone, 1.5 g. of 8... The reactants are C=CC(C)(O)C1COC(C)(C)N1C(=O)OC(C)(C)C, O=C([O-])O, CO, [Na+], O, Cc1ccc(S(=O)(=O)O)cc1. Product: C=CC(C)(O)C(CO)NC(=O)OC(C)(C)C. Reaction SMILES: [C:1]([CH3:2])([CH3:3])([CH3:4])[O:5][C:6](=[O:7])[N:8]1[C:9]([CH3:18])([CH3:19])[O:10][CH2:11][CH:12]1[C:13]([CH:14]=[CH2:15])([CH3:16])[OH:17].[C:34](=[O:35])([OH:36])[O-:37].[CH3:32][OH:33].[Na+:38].[OH2:20].[c:21]1([CH3:22])[cH:23][cH:24][c:25]([S:26]([OH:27])(=[O:28])=[O:29])[cH:30][cH:31]1>>[C:1]([CH3:2])([CH3:3])([CH3:4])[O:5][C:6](=[O:7])[NH:8][CH:12]([CH2:11][OH:10])[C:13]([CH:14]=[CH2:15])([CH3:16])[OH:17].